From a dataset of the Open Reaction Database (ORD), a public repository of structured organic reaction records. describe an organic reaction: reactants, conditions, products, and yield Starting materials: FC=1C=C2C(=NC(=NC2=CC1)C1=CC=C(C=C1)F)C(=O)O (6-fluoro-2-(4-fluorophenyl)quinazoline-4-carboxylic acid), Cl.FC=1C=C2CCNCC2=CC1 (6-fluoro-1,2,3,4-tetrahydroisoquinoline hydrochloride). Yields the product FC=1C=C2C(=NC(=NC2=CC1)C1=CC=C(C=C1)F)C(=O)N1CC2=CC=C(C=C2CC1)F (2-[[6-fluoro-2-(4-fluorophenyl)quinazolin-4-yl]carbonyl]-6-fluoro-1,2,3,4-tetrahydroisoquinoline). The yield is 26.7%. RXN SMILES: [F:1][C:2]1[CH:3]=[C:4]2[C:9](=[CH:10][CH:11]=1)[N:8]=[C:7]([C:12]1[CH:17]=[CH:16][C:15]([F:18])=[CH:14][CH:13]=1)[N:6]=[C:5]2[C:19]([OH:21])=O.Cl.[F:23][C:24]1[CH:25]=[C:26]2[C:31](=[CH:32][CH:33]=1)[CH2:30][NH:29][CH2:28][CH2:27]2>>[F:1][C:2]1[CH:3]=[C:4]2[C:9](=[CH:10][CH:11]=1)[N:8]=[C:7]([C:12]1[CH:17]=[CH:16][C:15]([F:18])=[CH:14][CH:13]=1)[N:6]=[C:5]2[C:19]([N:29]1[CH2:28][CH2:27][C:26]2[C:31](=[CH:32][CH:33]=[C:24]([F:23])[CH:25]=2)[CH2:30]1)=[O:21] |f:1.2|. Procedure: Reaction of 6-fluoro-2-(4-fluorophenyl)quinazoline-4-carboxylic acid with 6-fluoro-1,2,3,4-tetrahydroisoquinoline hydrochloride gave compound 102 (26.7% yield). 1H NMR (400 MHz, CDCl3) δ 2.95 and 3.13 (2t, 2H), 3.64 and 4.20 (2t, 2H), 4.56 and 5.09 (2s, 2H), 6.82-7.28 (m, 4H), 7.50-7.54 (m, 1H), 7.70-7.77 (m, 2H), 8.17-8.21 (m, 1H), 8.28-8.35 (m 1H), 8.40-8.44 (m, 1H); 19F (376 MHz, DMSO-d6) δ −108.2, −112.8, −115.0, −115.6; MS (ESI) m/z 420 ([M+H]+). Starting materials: C1(CCCCC1)O (Cyclohexanol), C1(=CC=C(C=C1)S(=O)(=O)Cl)C (p-toluenesulfonyl chloride), N1=CC=CC=C1 (pyridine). Solvent: O (water). Reaction conditions: time 8 hour. The product is C1(=CC=C(C=C1)S(=O)(=O)OC1CCCCC1)C (cyclohexyl p-toluenesulfonate). Isolated yield 99.8%. RXN SMILES: [CH:1]1([OH:7])[CH2:6][CH2:5][CH2:4][CH2:3][CH2:2]1.[C:8]1([CH3:18])[CH:13]=[CH:12][C:11]([S:14](Cl)(=[O:16])=[O:15])=[CH:10][CH:9]=1.N1C=CC=CC=1>O>[C:8]1([CH3:18])[CH:13]=[CH:12][C:11]([S:14]([O:7][CH:1]2[CH2:6][CH2:5][CH2:4][CH2:3][CH2:2]2)(=[O:16])=[O:15])=[CH:10][CH:9]=1. Procedure details: Cyclohexanol (5.01 g, 50.0 mmol) and p-toluenesulfonyl chloride (10.6 g, 55.6 mmol) were charged into a 100 cc round-bottom flask, and then pyridine (20 ml) was added dropwise thereto under ice-cooling. The mixture was stirred for 8 hours while gradually elevating the temperature to room temperature. After completion of the reaction, cold water (500 ml) was added to the reaction mixture, and the mixture was extracted with ether (100 ml×3). The organic layers were combined, washed successively wi... Reactants: C(#N)C1=CC=C(C=C1)CCN1C(N(C=C1)C1CC2=CC=CC=C2CC1)=S (3-[2-(4-cyanophenyl)ethyl]-1-(1,2,3,4-tetrahydronaphthalen-2-yl)-1,3-dihydroimidazole-2-thione), C(CCC)[Sn](CCCC)(CCCC)N=[N+]=[N-] (tributyltin azide). Run in C=1(C(=CC=CC1)C)C (xylene). Conditions: temperature 120 celsius. Product: N1N=NN=C1C1=CC=C(C=C1)CCN1C(N(C=C1)C1CC2=CC=CC=C2CC1)=S (3-[2-(4(1H)-tetrazol-5-ylphenyl)ethyl]-1-(1,2,3,4-tetrahydronaphthalen-2-yl)-1,3-dihydroimidazole-2-thione). Isolated yield 0.0%. Reaction SMILES: [C:1]([C:3]1[CH:8]=[CH:7][C:6]([CH2:9][CH2:10][N:11]2[CH:15]=[CH:14][N:13]([CH:16]3[CH2:25][CH2:24][C:23]4[C:18](=[CH:19][CH:20]=[CH:21][CH:22]=4)[CH2:17]3)[C:12]2=[S:26])=[CH:5][CH:4]=1)#[N:2].C([Sn]([N:40]=[N+:41]=[N-:42])(CCCC)CCCC)CCC>C1(C)C(C)=CC=CC=1>[NH:40]1[C:1]([C:3]2[CH:4]=[CH:5][C:6]([CH2:9][CH2:10][N:11]3[CH:15]=[CH:14][N:13]([CH:16]4[CH2:25][CH2:24][C:23]5[C:18](=[CH:19][CH:20]=[CH:21][CH:22]=5)[CH2:17]4)[C:12]3=[S:26])=[CH:7][CH:8]=2)=[N:2][N:42]=[N:41]1. Procedure details: A mixture 3-[2-(4-cyanophenyl)ethyl]-1-(1,2,3,4-tetrahydronaphthalen-2-yl)-1,3-dihydroimidazole-2-thione (0.5 g, 1.4 mmol), prepared as in Example 15, and tributyltin azide (1.39 g, 4.2 mmol) in 3 mL of xylene was heated at 120° C. under nitrogen for approximately 16 hours. The mixture was purified by chromatography on silica gel eluting with methylene chloride/methanol and the purified product was recrystallized from ethyl acetate/methanol to give 3-[2-(4(1H)-tetrazol-5-ylphenyl)ethyl]-1-(1,2,3... The reactants are CC(C)(C)C1CCC(C(NC(=O)Nc2ccc(OC(F)(F)F)cc2)c2ccc(C(=O)O)cc2)CC1, CCOC(=O)CCN, CCN=C=NCCCN(C)C, CCOC(C)=O, CCN(C(C)C)C(C)C, Cl, CN(C)C=O, O, On1nnc2ccccc21. The product is CCOC(=O)CCNC(=O)c1ccc(C(NC(=O)Nc2ccc(OC(F)(F)F)cc2)C2CCC(C(C)(C)C)CC2)cc1. As a reaction SMILES: [C:1]([CH3:2])([CH3:3])([CH3:4])[CH:5]1[CH2:6][CH2:7][CH:8]([CH:11]([c:12]2[cH:13][cH:14][c:15]([C:16](=[O:17])[OH:18])[cH:19][cH:20]2)[NH:21][C:22](=[O:23])[NH:24][c:25]2[cH:26][cH:27][c:28]([O:31][C:32]([F:33])([F:34])[F:35])[cH:29][cH:30]2)[CH2:9][CH2:10]1.[CH2:66]([CH3:67])[O:68][C:69]([CH2:70][CH2:71][NH2:72])=[O:73].[CH3:46][N:47]([CH3:48])[CH2:49][CH2:50][CH2:51][N:52]=[C:53]=[N:54][CH2:55][CH3:56].[CH3:81][CH2:82][O:83][C:84](=[O:85])[CH3:86].[CH:57]([N:58]([CH:59]([CH3:60])[CH3:61])[CH2:62][CH3:63])([CH3:64])[CH3:65].[ClH:74].[O:75]=[CH:76][N:77]([CH3:78])[CH3:79].[OH2:80].[OH:36][n:37]1[c:38]2[cH:39][cH:40][cH:41][cH:42][c:43]2[n:44][n:45]1>>[C:1]([CH3:2])([CH3:3])([CH3:4])[CH:5]1[CH2:6][CH2:7][CH:8]([CH:11]([c:12]2[cH:13][cH:14][c:15]([C:16](=[O:17])[NH:72][CH2:71][CH2:70][C:69]([O:68][CH2:66][CH3:67])=[O:73])[cH:19][cH:20]2)[NH:21][C:22](=[O:23])[NH:24][c:25]2[cH:26][cH:27][c:28]([O:31][C:32]([F:33])([F:34])[F:35])[cH:29][cH:30]2)[CH2:9][CH2:10]1. Reactants: [S-]C#N.[K+] (potassium thiocyanate), C(C)#N (acetonitrile), FC1=CC=C(C=C1)CC(=O)Cl (2-(4-fluorophenyl)acetyl chloride), C(O)([O-])=O.[Na+] (sodium hydrogencarbonate). Run in C(C)(=O)OCC (ethyl acetate). Reaction conditions: temperature 60 celsius, time 2 hour. Yields the product FC1=CC=C(C=C1)CC(=O)N=C=S (2-(4-fluorophenyl)acetyl isothiocyanate). RXN SMILES: [S-:1][C:2]#[N:3].[K+].C(#N)C.[F:8][C:9]1[CH:14]=[CH:13][C:12]([CH2:15][C:16](Cl)=[O:17])=[CH:11][CH:10]=1.C(=O)([O-])O.[Na+]>C(OCC)(=O)C>[F:8][C:9]1[CH:14]=[CH:13][C:12]([CH2:15][C:16]([N:3]=[C:2]=[S:1])=[O:17])=[CH:11][CH:10]=1 |f:0.1,4.5|. Reported procedure: After adding potassium thiocyanate (65.3 mg) and acetonitrile (4 ml) to 2-(4-fluorophenyl)acetyl chloride (58 mg) under a nitrogen atmosphere, the mixture was stirred for 2 hours at 60° C. The reaction mixture was cooled to room temperature, and then ethyl acetate (30 ml) and saturated aqueous sodium hydrogencarbonate (20 ml) were added to the reaction mixture and stirring was continued for 30 minutes. After partitioning the reaction mixture, the separated organic layer was washed with saturated... Starting materials: CCOC(C)=O, COc1ccc2c(c1)c1c3c(c(-c4ccccc4Cl)cc1n2Cc1ccccc1)C(=O)NC3=O, CCCCCC. The product is O=C1NC(=O)c2c1c(-c1ccccc1Cl)cc1c2c2cc(O)ccc2n1Cc1ccccc1. RXN SMILES: [C:41]([O:42][CH2:43][CH3:44])(=[O:45])[CH3:46].[CH2:1]([c:2]1[cH:3][cH:4][cH:5][cH:6][cH:7]1)[n:8]1[c:9]2[cH:10][cH:11][c:12]([O:33][CH3:34])[cH:13][c:14]2[c:15]2[c:16]3[c:17]([c:18](-[c:21]4[c:22]([Cl:27])[cH:23][cH:24][cH:25][cH:26]4)[cH:19][c:20]12)[C:28](=[O:32])[NH:29][C:30]3=[O:31].[CH3:35][CH2:36][CH2:37][CH2:38][CH2:39][CH3:40]>>[CH2:1]([c:2]1[cH:3][cH:4][cH:5][cH:6][cH:7]1)[n:8]1[c:9]2[cH:10][cH:11][c:12]([OH:33])[cH:13][c:14]2[c:15]2[c:16]3[c:17]([c:18](-[c:21]4[c:22]([Cl:27])[cH:23][cH:24][cH:25][cH:26]4)[cH:19][c:20]12)[C:28](=[O:32])[NH:29][C:30]3=[O:31].